From a dataset of the Open Reaction Database (ORD), a public repository of structured organic reaction records. describe an organic reaction: reactants, conditions, products, and yield The reactants are C(C1CO1)OCCCCC (pentyl glycidyl ether), [OH-].[Na+] (sodium hydroxide). The reagents and catalysts are C(CCCCC(=O)O)(=O)O (adipic acid), [OH-].[Na+] (sodium hydroxide). Solvent: O (water). Run at temperature 200 celsius. Yields the product C(C(O)CO)OCCCCC (monopentyl glyceryl ether). The yield is 277.4%. Reaction SMILES: [CH2:1]([O:5][CH2:6][CH2:7][CH2:8][CH2:9][CH3:10])[CH:2]1[O:4][CH2:3]1.[OH-:11].[Na+]>C(O)(=O)CCCCC(O)=O.[OH-].[Na+].O>[CH2:1]([O:5][CH2:6][CH2:7][CH2:8][CH2:9][CH3:10])[CH:2]([CH2:3][OH:11])[OH:4] |f:1.2,4.5|. Procedure details: In an autoclave, 163 g of the crude pentyl glycidyl ether, 108 g of water, 7.3 g of adipic acid and 10.4 g of sodium hydroxide were charged. The resulting mixture was heated to 200° C. while stirring. After stirring for 2 hours, 1.6 g of sodium hydroxide was added. The resulting reaction mixture was dehydrated at 100° C. under reduced pressure (5.32 kPa), followed by purification by distillation under reduced pressure (133 to 266 Pa, 114 to 115° C.) , whereby 117 g of monopentyl glyceryl ether w... Starting materials: ClCCl, CS(=O)(=O)O, CCc1nn(C2CCCC2)c2c1CCN(Cc1ccc(OC)cc1)C2=O, O, O=C(O)C(F)(F)F. The product is CCc1nn(C2CCCC2)c2c1CCNC2=O. As a reaction SMILES: [CH2:39]([Cl:40])[Cl:41].[CH3:34][S:35](=[O:36])(=[O:37])[OH:38].[CH:1]1([n:6]2[n:7][c:8]([CH2:25][CH3:26])[c:9]3[c:10]2[C:11](=[O:24])[N:12]([CH2:15][c:16]2[cH:17][cH:18][c:19]([O:20][CH3:21])[cH:22][cH:23]2)[CH2:13][CH2:14]3)[CH2:2][CH2:3][CH2:4][CH2:5]1.[OH2:42].[OH:27][C:28]([C:29]([F:30])([F:31])[F:32])=[O:33]>>[CH:1]1([n:6]2[n:7][c:8]([CH2:25][CH3:26])[c:9]3[c:10]2[C:11](=[O:24])[NH:12][CH2:13][CH2:14]3)[CH2:2][CH2:3][CH2:4][CH2:5]1. Starting materials: CC(C(=O)OCC)(C(=O)OCC)CCOC1OCCCC1 (diethyl 2-methyl-2-[2-(tetrahydro-2-pyranyloxy)ethyl]-propane-1,3-dioate), NN (hydrazine). The product is CC1(C(NNC1=O)=O)CCOC1OCCCC1 (4-methyl-4-[2-(tetrahydro-2-pyranyloxy)-ethyl]-pyrazolidine-3,5-dione). The yield is 62.0%. RXN SMILES: [CH3:1][C:2]([CH2:13][CH2:14][O:15][CH:16]1[CH2:21][CH2:20][CH2:19][CH2:18][O:17]1)([C:8](OCC)=[O:9])[C:3](OCC)=[O:4].[NH2:22][NH2:23]>>[CH3:1][C:2]1([CH2:13][CH2:14][O:15][CH:16]2[CH2:21][CH2:20][CH2:19][CH2:18][O:17]2)[C:8](=[O:9])[NH:23][NH:22][C:3]1=[O:4]. Reported procedure: A mixture of 120.8 g (0.4 mol) of diethyl 2-methyl-2-[2-(tetrahydro-2-pyranyloxy)ethyl]-propane-1,3-dioate and 150 ml of anhydrous hydrazine was heated under reflux for 64 hours. The excess hydrazine was removed by distillation and the residue was recrystallized from methanol to give 60.28 g (62%) of 4-methyl-4-[2-(tetrahydro-2-pyranyloxy)-ethyl]-pyrazolidine-3,5-dione having a melting point of 179°-180° C. Starting materials: O=C1CCC(=O)N1Br, CC1(Cc2cncnc2)C(=O)Nc2ccccc21, CN(C)C=O, CCOC(C)=O. Yields the product CC1(Cc2cncnc2)C(=O)Nc2ccc(Br)cc21. RXN SMILES: [Br:19][N:20]1[C:21](=[O:22])[CH2:23][CH2:24][C:25]1=[O:26].[CH3:1][C:2]1([CH2:12][c:13]2[cH:14][n:15][cH:16][n:17][cH:18]2)[C:3](=[O:11])[NH:4][c:5]2[cH:6][cH:7][cH:8][cH:9][c:10]21.[CH3:27][N:28]([CH3:29])[CH:30]=[O:31].[CH3:32][CH2:33][O:34][C:35](=[O:36])[CH3:37]>>[CH3:1][C:2]1([CH2:12][c:13]2[cH:14][n:15][cH:16][n:17][cH:18]2)[C:3](=[O:11])[NH:4][c:5]2[cH:6][cH:7][c:8]([Br:19])[cH:9][c:10]21. The reactants are NC=1C=CC(=C(C1)C1(N=C(COC1)N)C)F ((RS)-5-(5-amino-2-fluoro-phenyl)-5-methyl-5,6-dihydro-2H-[1,4]oxazin-3-ylamine), [OH-].[Na+] (sodium hydroxide), O1C(=CC=C1)C1=CC(=NO1)C(=O)O (5-furan-2-yl-isoxazole-3-carboxylic acid), O.[Cl-].COC1=NC(=NC(=N1)OC)[N+]1(CCOCC1)C (4-(4,6-Dimethoxy-1,3,5-triazin-2-yl)-4-methylmorpholinium chloride hydrate), C19H17FN4O4. Solvent: CO (methanol), CO (methanol). Reaction conditions: temperature 0 celsius, time 10 minute. The product is NC1=NC(COC1)(C)C=1C=C(C=CC1F)NC(=O)C1=NOC(=C1)C=1OC=CC1 (5-Furan-2-yl-isoxazole-3-carboxylic acid [3-((RS)-5-amino-3-methyl-3,6-dihydro-2H-[1,4]oxazin-3-yl)-4-fluoro-phenyl]-amide). RXN SMILES: [O:1]1[CH:5]=[CH:4][CH:3]=[C:2]1[C:6]1[O:10][N:9]=[C:8]([C:11]([OH:13])=O)[CH:7]=1.O.[Cl-].COC1N=C(OC)N=C([N+]2(C)CCOCC2)N=1.[NH2:33][C:34]1[CH:35]=[CH:36][C:37]([F:48])=[C:38]([C:40]2([CH3:47])[CH2:45][O:44][CH2:43][C:42]([NH2:46])=[N:41]2)[CH:39]=1.[OH-].[Na+]>CO>[NH2:46][C:42]1[CH2:43][O:44][CH2:45][C:40]([C:38]2[CH:39]=[C:34]([NH:33][C:11]([C:8]3[CH:7]=[C:6]([C:2]4[O:1][CH:5]=[CH:4][CH:3]=4)[O:10][N:9]=3)=[O:13])[CH:35]=[CH:36][C:37]=2[F:48])([CH3:47])[N:41]=1 |f:1.2.3,5.6|. Reported procedure: A solution of 5-furan-2-yl-isoxazole-3-carboxylic acid (CAS 98434-06-1) (77.3 mg, 0.42 mmol) in methanol (2 ml) was cooled to 0° C. 4-(4,6-Dimethoxy-1,3,5-triazin-2-yl)-4-methylmorpholinium chloride hydrate (DMTMM) (135 mg, 0.46 mmol) was added and the mixture stirred at 0° C. for 10 minutes. Thereafter, a solution of (RS)-5-(5-amino-2-fluoro-phenyl)-5-methyl-5,6-dihydro-2H-[1,4]oxazin-3-ylamine (85 mg, 0.38 mmol) in methanol (1 ml) was added and the reaction mixture stirred at 0° C. for 2 hours... Reactants: C(C)OC(=O)C=1NC2=CC=CC=C2C1 (1H-indole-2-carboxylic acid ethyl ester), BrCC=1C2=C(SC1)C=CC=C2Cl (3-bromomethyl-4-chloro-benzo[b]thiophene). The product is ClC1=CC=CC=2SC=C(C21)CN2C(=CC1=CC=CC=C21)C(=O)O (1-(4-Chloro-benzo[b]thiophen-3-ylmethyl)-1H-indole-2-carboxylic acid). As a reaction SMILES: C([O:3][C:4]([C:6]1[NH:7][C:8]2[C:13]([CH:14]=1)=[CH:12][CH:11]=[CH:10][CH:9]=2)=[O:5])C.Br[CH2:16][C:17]1[C:18]2[C:25]([Cl:26])=[CH:24][CH:23]=[CH:22][C:19]=2[S:20][CH:21]=1>>[Cl:26][C:25]1[C:18]2[C:17]([CH2:16][N:7]3[C:8]4[C:13](=[CH:12][CH:11]=[CH:10][CH:9]=4)[CH:14]=[C:6]3[C:4]([OH:3])=[O:5])=[CH:21][S:20][C:19]=2[CH:22]=[CH:23][CH:24]=1. Procedure details: Using general procedure B, 1H-indole-2-carboxylic acid ethyl ester was coupled with 3-bromomethyl-4-chloro-benzo[b]thiophene (Li. 17) and the product obtained was hydrolyzed to give the title compound as a white solid. MS: 340.0 ([M−H]−). Starting materials: [H-].[Na+] (sodium hydride), OCC(CS(=O)(=O)N)(C)C (3-hydroxy-2,2-dimethyl-1-propanesulfonamide), ClC=1C(=C(C=2N(N1)C=CN2)C)C (6-chloro-7,8-dimethylimidazo[1,2-b]pyridazine). Solvent: CN(C=O)C (dimethylformamide). Conditions: time 1 hour. Product: CC1=C(C=2N(N=C1OCC(CS(N)(=O)=O)(C)C)C=CN2)C (7,8-dimethyl-6-(2,2-dimethyl-3-sulfamoyl-1-propoxy)imidazo[1,2-b]pyridazine). Isolated yield 39.3%. RXN SMILES: [H-].[Na+].[OH:3][CH2:4][C:5]([CH3:12])([CH3:11])[CH2:6][S:7]([NH2:10])(=[O:9])=[O:8].Cl[C:14]1[C:15]([CH3:24])=[C:16]([CH3:23])[C:17]2[N:18]([CH:20]=[CH:21][N:22]=2)[N:19]=1>CN(C)C=O>[CH3:24][C:15]1[C:14]([O:3][CH2:4][C:5]([CH3:12])([CH3:11])[CH2:6][S:7](=[O:9])(=[O:8])[NH2:10])=[N:19][N:18]2[CH:20]=[CH:21][N:22]=[C:17]2[C:16]=1[CH3:23] |f:0.1|. Reported procedure: 0.59 g of 60% oily sodium hydride was suspended in 21 ml of dimethylformamide. To this suspension, 1.18 g of 3-hydroxy-2,2-dimethyl-1-propanesulfonamide was added, followed by stirring at room temperature (15° to 20° C.) under reduced pressure for 1 hour. To this mixture was added 1.28 g of 6-chloro-7,8-dimethylimidazo[1,2-b]pyridazine, followed by stirring at 60° C. for 40 minutes. After dimethylformamide was distilled off under reduced pressure, ice water was added to the residue, which was su...